This data is from the Open Reaction Database (ORD), a public repository of structured organic reaction records. The task is: describe an organic reaction: reactants, conditions, products, and yield The product is C(C(C)C)C1=CC=C(C=C1)C(C(=O)O)C (2-(4-isobutylphenyl)propionic acid). As a reaction SMILES: [CH3:1][CH:2]([C:9]1[CH:14]=[CH:13][C:12]([CH2:15][CH:16]([CH3:18])[CH3:17])=[CH:11][CH:10]=1)[C:3](=[O:8])C(OC)=O.[OH:19]O.Cl>[OH-].[Na+]>[CH2:15]([C:12]1[CH:13]=[CH:14][C:9]([CH:2]([CH3:1])[C:3]([OH:8])=[O:19])=[CH:10][CH:11]=1)[CH:16]([CH3:18])[CH3:17] |f:3.4|. Conditions: temperature 0 celsius. The yield is 79.0%. Procedure: Methyl 3-methyl-3-(4-isobutylphenyl)pyruvate (1.19 g, 4.8 mmol) was dissolved in a 1N sodium hydroxide aqueous solution (15 ml), and a 35% hydrogen peroxide aqueous solution (5.0 ml) was dropwise added under cooling (0° C.) and stirring. The temperature of the mixture was returned to room temperature, and the mixture was stirred overnight. Then, mixture was acidified with hydrochloric acid and extracted with ether, whereby 2-(4-isobutylphenyl)propionic acid (0.78 g, yield: 79%) was obtained. Solvent: [OH-].[Na+] (sodium hydroxide). The reactants are OO (hydrogen peroxide), CC(C(C(=O)OC)=O)C1=CC=C(C=C1)CC(C)C (Methyl 3-methyl-3-(4-isobutylphenyl)pyruvate), Cl (hydrochloric acid). The reactants are O=C([O-])[O-], Nc1cc(F)c(F)cc1[N+](=O)[O-], [K+], [K+], CN(C)C=O, O, Sc1cccc2cnccc12. Yields the product Nc1cc(Sc2cccc3cnccc23)c(F)cc1[N+](=O)[O-]. As a reaction SMILES: [C:12](=[O:13])([O-:14])[O-:15].[F:18][c:19]1[cH:20][c:21]([N+:27](=[O:28])[O-:29])[c:22]([NH2:23])[cH:24][c:25]1[F:26].[K+:16].[K+:17].[O:31]=[CH:32][N:33]([CH3:34])[CH3:35].[OH2:30].[cH:1]1[n:2][cH:3][cH:4][c:5]2[c:6]([SH:11])[cH:7][cH:8][cH:9][c:10]12>>[cH:1]1[n:2][cH:3][cH:4][c:5]2[c:6]([S:11][c:25]3[c:19]([F:18])[cH:20][c:21]([N+:27](=[O:28])[O-:29])[c:22]([NH2:23])[cH:24]3)[cH:7][cH:8][cH:9][c:10]12. The reactants are C(C)(C)(C)OC(=O)NC(C=1C=C(OCC(=O)O)C=CC1)C1=CC=CC=C1 ((3-(((tert-Butoxycarbonyl)amino)(phenyl)methyl)phenoxy)acetic acid), N(=[N+]=[N-])C(C=1C=C(OCC2=CC=C(C(=O)O)C=C2)C=CC1)C1=CC=CC=C1.BrCCCCCC1OCCO1 (2-(5-bromopentyl)-1,3-dioxolane 4-((3-(azido(phenyl)methyl)phenoxy)methyl)benzoic acid), ClCCCC1OCCO1 (2-(3-chloropropyl)-1,3-dioxolane). Product: C(C)(C)(C)OC(=O)NC(C=1C=C(OCC(=O)OCCCCCC2OCCO2)C=CC1)C1=CC=CC=C1 (5-(1,3-Dioxolan-2-yl)pentyl 2-(3-(((tert-butoxycarbonyl)amino)-(phenyl)methyl)phenoxy)acetate). Reaction SMILES: [C:1]([O:5][C:6]([NH:8][CH:9]([C:21]1[CH:26]=[CH:25][CH:24]=[CH:23][CH:22]=1)[C:10]1[CH:11]=[C:12]([CH:18]=[CH:19][CH:20]=1)[O:13][CH2:14][C:15]([OH:17])=[O:16])=[O:7])([CH3:4])([CH3:3])[CH3:2].N(C(C1C=CC=CC=1)C1C=C(C=CC=1)OCC1C=CC(C(O)=O)=CC=1)=[N+]=[N-].Br[CH2:55][CH2:56][CH2:57][CH2:58][CH2:59][CH:60]1[O:64][CH2:63][CH2:62][O:61]1.ClCCCC1OCCO1>>[C:1]([O:5][C:6]([NH:8][CH:9]([C:21]1[CH:22]=[CH:23][CH:24]=[CH:25][CH:26]=1)[C:10]1[CH:11]=[C:12]([CH:18]=[CH:19][CH:20]=1)[O:13][CH2:14][C:15]([O:17][CH2:55][CH2:56][CH2:57][CH2:58][CH2:59][CH:60]1[O:64][CH2:63][CH2:62][O:61]1)=[O:16])=[O:7])([CH3:4])([CH3:2])[CH3:3] |f:1.2|. Procedure details: The title compound was prepared as described in Example 54 Step 1 with -(3-(((tert-Butoxycarbonyl)amino)(phenyl)methyl)phenoxy)acetic acid and 2-(5-bromopentyl)-1,3-dioxolane 4-((3-(azido(phenyl)methyl)phenoxy)methyl)benzoic acid and 2-(3-chloropropyl)-1,3-dioxolane respectively.